This data is from the Open Reaction Database (ORD), a public repository of structured organic reaction records. The task is: describe an organic reaction: reactants, conditions, products, and yield RXN SMILES: [CH3:10][CH:11]([CH2:12][NH2:13])[c:14]1[cH:15][cH:16][cH:17][cH:18][cH:19]1.[CH3:22][C:23]#[N:24].[Cl:1][c:2]1[n:3][c:4]([Cl:5])[n:6][c:7]([Cl:8])[n:9]1.[Na+:21].[OH-:20].[OH2:25]>>[c:2]1([NH:13][CH2:12][CH:11]([CH3:10])[c:14]2[cH:15][cH:16][cH:17][cH:18][cH:19]2)[n:3][c:4]([Cl:5])[n:6][c:7]([Cl:8])[n:9]1. Yields the product CC(CNc1nc(Cl)nc(Cl)n1)c1ccccc1. The reactants are CC(CN)c1ccccc1, CC#N, Clc1nc(Cl)nc(Cl)n1, [Na+], [OH-], O. Starting materials: C(C)(C)O.CC(C)([O-])C.[K+] (potassium tert-butoxide isopropyl alcohol), ClCC(=O)C1=CC(=CC=C1)N(C)C (2-chloro-3′-(dimethylamino)acetophenone), di-μ-chlorodichlorobis(pentamethylcyclopentadienyl)dirhodium (III), C1(=CC=C(C=C1)S(=O)(=O)N[C@@H]([C@H](N)C1=CC=CC=C1)C1=CC=CC=C1)C ((1R,2R)-N-(p-toluenesulfonyl)-1,2-diphenylethylenediamine). Solvent: C(C)(C)O (isopropyl alcohol). The product is desired compound, ClCC(O)C1=CC(=CC=C1)N(C)C ((+)-2-chloro-1-(3′-dimethylaminophenyl)ethanol). The yield is 95.5%. RXN SMILES: C1(C)C=CC(S(N[C@H](C2C=CC=CC=2)[C@@H](C2C=CC=CC=2)N)(=O)=O)=CC=1.C(O)(C)C.CC(C)([O-])C.[K+].[Cl:37][CH2:38][C:39]([C:41]1[CH:46]=[CH:45][CH:44]=[C:43]([N:47]([CH3:49])[CH3:48])[CH:42]=1)=[O:40]>C(O)(C)C>[Cl:37][CH2:38][CH:39]([C:41]1[CH:46]=[CH:45][CH:44]=[C:43]([N:47]([CH3:49])[CH3:48])[CH:42]=1)[OH:40] |f:1.2.3|. Reported procedure: A solution of di-μ-chlorodichlorobis(pentamethylcyclopentadienyl)dirhodium (III) (1.5 mg, 0.0025 mmol) and (1R,2R)-N-(p-toluenesulfonyl)-1,2-diphenylethylenediamine (3.7 mg, 0.01 mmol) in isopropyl alcohol (4.75 ml) was heated at 80° C. for 20 minutes while stirring. After cooling the solution to room temperature, a 0.1 M potassium tert-butoxide isopropyl alcohol solution (0.25 ml, 0.025 mmol) and 2-chloro-3′-(dimethylamino)acetophenone (98.8 mg, 0.5 mmol) as a reaction substrate were added ther... Starting materials: Cl.NO (hydroxylamine hydrochloride), COC1=C(C=O)C=C(C(=C1)C)OC (2,5-dimethoxy-4-methylbenzaldehyde), C(C)(=O)OC(C)=O (Acetic anhydride). Product: COC1=C(C#N)C=C(C(=C1)C)OC (2,5-dimethoxy-4-methylbenzonitrile). Reaction SMILES: [CH3:1][O:2][C:3]1[CH:10]=[C:9]([CH3:11])[C:8]([O:12][CH3:13])=[CH:7][C:4]=1[CH:5]=O.Cl.[NH2:15]O.C(OC(=O)C)(=O)C>N1C=CC=CC=1>[CH3:1][O:2][C:3]1[CH:10]=[C:9]([CH3:11])[C:8]([O:12][CH3:13])=[CH:7][C:4]=1[C:5]#[N:15] |f:1.2|. The solvent is hexanes, N1=CC=CC=C1 (pyridine). Run at temperature 105 celsius, time 2 hour. Procedure: By analogy to steps outlined in J. Med. Chem. 1976, 19(12), 1400-1404. 2,5-dimethoxy-4-methylbenzaldehyde (14.8 g, 82.2 mmol) is dissolved in pyridine (300 mL) and to it, is added hydroxylamine hydrochloride (6.8 g, 98.6 mmol). The suspension is heated at 105° C. for 2 h. Acetic anhydride (15.5 mL, 164 mmol) is then added to the reaction and stirring is continued for another 2 h. The solution is evaporated to dryness and partitioned between EtOAc and saturated aqueous NaHCO3. The organic fractio... Solvent: C(Cl)(Cl)Cl (chloroform). Procedure details: A solution of 2-(p-chlorophenyl)-5-(trifluoromethyl)-3-[(trifluoromethyl)thio]pyrrole (5.5 g, 15.9 mmol) in chloroform is cooled to 0° C., treated with 3-chloroperoxybenzoic acid (5.49 g, 60%, 19.1 mmol), stirred for several hours and filtered to remove solids. The solids are dissolved into ether and the organic solution is washed with water and saturated sodium hydrogen carbonate solution, dried over anhydrous magnesium sulfate and concentrated in vacuo to obtain a solid. Recrystallization of t... Yields the product ClC1=CC=C(C=C1)C=1NC(=CC1S(=O)C(F)(F)F)C(F)(F)F (2-(p-Chlorophenyl)-5-(trifluoromethyl)-3-[(trifluoromethyl)sulfinyl]pyrrole). Reaction SMILES: [Cl:1][C:2]1[CH:7]=[CH:6][C:5]([C:8]2[NH:9][C:10]([C:18]([F:21])([F:20])[F:19])=[CH:11][C:12]=2[S:13][C:14]([F:17])([F:16])[F:15])=[CH:4][CH:3]=1.ClC1C=C(C=CC=1)C(OO)=[O:27]>C(Cl)(Cl)Cl>[Cl:1][C:2]1[CH:7]=[CH:6][C:5]([C:8]2[NH:9][C:10]([C:18]([F:21])([F:19])[F:20])=[CH:11][C:12]=2[S:13]([C:14]([F:16])([F:17])[F:15])=[O:27])=[CH:4][CH:3]=1. Starting materials: ClC1=CC=C(C=C1)C=1NC(=CC1SC(F)(F)F)C(F)(F)F (2-(p-chlorophenyl)-5-(trifluoromethyl)-3-[(trifluoromethyl)thio]pyrrole), ClC=1C=C(C(=O)OO)C=CC1 (3-chloroperoxybenzoic acid). Starting materials: C1CCC2=NCCCN2CC1, COCCOC, CS(=O)c1nc(N)nc(-c2ccco2)c1Cl, OCc1ccccn1. Product: Nc1nc(OCc2ccccn2)c(Cl)c(-c2ccco2)n1. As a reaction SMILES: [CH2:25]1[CH2:26][CH2:27][C:28]2=[N:33][CH2:32][CH2:31][CH2:30][N:29]2[CH2:34][CH2:35]1.[CH3:36][O:37][CH2:38][CH2:39][O:40][CH3:41].[Cl:1][c:2]1[c:3](-[c:12]2[o:13][cH:14][cH:15][cH:16]2)[n:4][c:5]([NH2:11])[n:6][c:7]1[S:8]([CH3:9])=[O:10].[OH:17][CH2:18][c:19]1[n:20][cH:21][cH:22][cH:23][cH:24]1>>[Cl:1][c:2]1[c:3](-[c:12]2[o:13][cH:14][cH:15][cH:16]2)[n:4][c:5]([NH2:11])[n:6][c:7]1[O:17][CH2:18][c:19]1[n:20][cH:21][cH:22][cH:23][cH:24]1.